This data is from the Open Reaction Database (ORD), a public repository of structured organic reaction records. The task is: describe an organic reaction: reactants, conditions, products, and yield Reactants: BrC=1C(=C(C(N(C1)CC(C)C)=O)C#N)O (5-bromo-4-hydroxy-1-isobutyl-2-oxo-1,2-dihydropyridine-3-carbonitrile), P(=O)(Cl)(Cl)Cl (phosphorus oxychloride), C([O-])([O-])=O.[K+].[K+] (potassium carbonate). Solvent: O (water). Reaction conditions: temperature 120 celsius. Yields the product BrC=1C(=C(C(N(C1)CC(C)C)=O)C#N)Cl (5-bromo-4-chloro-1-isobutyl-2-oxo-1,2-dihydropyridine-3-carbonitrile). RXN SMILES: [Br:1][C:2]1[C:3](O)=[C:4]([C:13]#[N:14])[C:5](=[O:12])[N:6]([CH2:8][CH:9]([CH3:11])[CH3:10])[CH:7]=1.P(Cl)(Cl)([Cl:18])=O.C(=O)([O-])[O-].[K+].[K+]>O>[Br:1][C:2]1[C:3]([Cl:18])=[C:4]([C:13]#[N:14])[C:5](=[O:12])[N:6]([CH2:8][CH:9]([CH3:11])[CH3:10])[CH:7]=1 |f:2.3.4|. Procedure details: A mixture of 5-bromo-4-hydroxy-1-isobutyl-2-oxo-1,2-dihydropyridine-3-carbonitrile obtained in Step B (6.6 g) and phosphorus oxychloride (0.126 mL) was heated at 120° C. for 24 hr, and cooled to room temperature. The reaction mixture was poured into water, and the pH was adjusted to 10 with potassium carbonate. The reaction mixture was extracted with ethyl acetate. The extract was washed with washed with water and saturated brine, and dried over anhydrous sodium sulfate, and the solvent was evap... Reaction SMILES: [CH2:52]1[O:53][CH2:54][CH2:55][CH2:56]1.[CH3:50][NH2:51].[F:1][c:2]1[c:3]([O:8][C:9](=[O:4])[c:10]2[cH:11][c:12]([NH:16][C:17](=[O:18])[N:19]([CH2:20][c:21]3[cH:22][cH:23][c:24]([C:27]([NH:28][c:29]4[n:30][n:31][nH:32][n:33]4)=[O:34])[cH:25][cH:26]3)[c:35]3[cH:36][cH:37][c:38]([C:41]([CH3:42])([CH3:43])[CH3:44])[cH:39][cH:40]3)[cH:13][cH:14][cH:15]2)[c:5]([F:6])[c:7]([F:45])[c:46]([F:47])[c:48]1[F:49]>>[O:8]=[C:9]([c:10]1[cH:11][c:12]([NH:16][C:17](=[O:18])[N:19]([CH2:20][c:21]2[cH:22][cH:23][c:24]([C:27]([NH:28][c:29]3[n:30][n:31][nH:32][n:33]3)=[O:34])[cH:25][cH:26]2)[c:35]2[cH:36][cH:37][c:38]([C:41]([CH3:42])([CH3:43])[CH3:44])[cH:39][cH:40]2)[cH:13][cH:14][cH:15]1)[NH:51][CH3:50]. The product is CNC(=O)c1cccc(NC(=O)N(Cc2ccc(C(=O)Nc3nn[nH]n3)cc2)c2ccc(C(C)(C)C)cc2)c1. Reactants: C1CCOC1, CN, CC(C)(C)c1ccc(N(Cc2ccc(C(=O)Nc3nn[nH]n3)cc2)C(=O)Nc2cccc(C(=O)Oc3c(F)c(F)c(F)c(F)c3F)c2)cc1.